This data is from the Open Reaction Database (ORD), a public repository of structured organic reaction records. The task is: describe an organic reaction: reactants, conditions, products, and yield Starting materials: F[B-](F)(F)F, [BH4-], CO, CSc1ccc(C(O)CSC2C(=O)N(c3ccc(F)cc3)C2c2ccc(OCC(=O)O)cc2)cc1, CC(C)(C)C(NC(=O)CN)C(=O)O, [Na+], CN(C)C=O, CN(C)C(On1nnc2ccccc21)=[N+](C)C. Yields the product CSc1ccc(C(O)CSC2C(=O)N(c3ccc(F)cc3)C2c2ccc(OCC(=O)NCC(=O)NC(C(=O)O)C(C)(C)C)cc2)cc1. RXN SMILES: [B-:36]([F:37])([F:38])([F:39])[F:40].[BH4-:71].[CH3:78][OH:79].[F:1][c:2]1[cH:3][cH:4][c:5]([N:8]2[CH:9]([c:25]3[cH:26][cH:27][c:28]([O:29][CH2:30][C:31](=[O:32])[OH:33])[cH:34][cH:35]3)[CH:10]([S:13][CH2:14][CH:15]([c:16]3[cH:17][cH:18][c:19]([S:22][CH3:23])[cH:20][cH:21]3)[OH:24])[C:11]2=[O:12])[cH:6][cH:7]1.[NH2:58][CH2:59][C:60](=[O:61])[NH:62][CH:63]([C:64]([CH3:65])([CH3:66])[CH3:67])[C:68](=[O:69])[OH:70].[Na+:72].[O:73]=[CH:74][N:75]([CH3:76])[CH3:77].[n:41]1([O:42][C:43]([N:44]([CH3:45])[CH3:46])=[N+:47]([CH3:48])[CH3:49])[c:50]2[cH:51][cH:52][cH:53][cH:54][c:55]2[n:56][n:57]1>>[F:1][c:2]1[cH:3][cH:4][c:5]([N:8]2[CH:9]([c:25]3[cH:26][cH:27][c:28]([O:29][CH2:30][C:31](=[O:33])[NH:58][CH2:59][C:60](=[O:61])[NH:62][CH:63]([C:64]([CH3:65])([CH3:66])[CH3:67])[C:68](=[O:69])[OH:70])[cH:34][cH:35]3)[CH:10]([S:13][CH2:14][CH:15]([c:16]3[cH:17][cH:18][c:19]([S:22][CH3:23])[cH:20][cH:21]3)[OH:24])[C:11]2=[O:12])[cH:6][cH:7]1. Reactants: CO, O=[N+]([O-])c1ccc(CBr)cc1, [Na+], O=C1CNC(=O)N1, [OH-]. Yields the product O=C1CNC(=O)N1Cc1ccc([N+](=O)[O-])cc1. RXN SMILES: [CH3:21][OH:22].[N+:10](=[O:11])([O-:12])[c:13]1[cH:14][cH:15][c:16]([CH2:17][Br:18])[cH:19][cH:20]1.[Na+:9].[O:1]=[C:2]1[CH2:3][NH:4][C:5](=[O:6])[NH:7]1.[OH-:8]>>[O:1]=[C:2]1[CH2:3][NH:4][C:5](=[O:6])[N:7]1[CH2:17][c:16]1[cH:15][cH:14][c:13]([N+:10](=[O:11])[O-:12])[cH:20][cH:19]1. Reactants: COCCOC (ethylene glycol dimethyl ether), C(#N)\C(=C/N(CCC(=O)OCC)CC(=O)OC)\C=1C=NC=CC1 (ethyl 3-{((1Z)-2-cyano-2-(3-pyridyl)vinyl)[(methoxycarbonyl)methyl]amino}propanate), C1CCC2=NCCCN2CC1 (1,8-diazabicyclo[5,4,0]-7-undecene), C(C)(=O)O (acetic acid). Conditions: temperature 60 celsius, time 8 hour. Product: NC1=C(NC(=C1C=1C=NC=CC1)CCC(=O)OCC)C(=O)OC (ethyl 3-[3-amino-2-(methoxycarbonyl)-4-(3-pyridyl)pyrrolyl]propanate). Yield: 70.0%. RXN SMILES: CO[CH2:3][CH2:4][O:5][CH3:6].[C:7](/[C:9](/[C:24]1[CH:25]=[N:26][CH:27]=[CH:28][CH:29]=1)=[CH:10]\[N:11]([CH2:19][C:20]([O:22][CH3:23])=[O:21])CCC(OCC)=O)#[N:8].[CH2:30]1[CH2:40]CN2C(=NCCC2)CC1.C(O)(=[O:43])C>>[NH2:8][C:7]1[C:9]([C:24]2[CH:25]=[N:26][CH:27]=[CH:28][CH:29]=2)=[C:10]([CH2:40][CH2:30][C:6]([O:5][CH2:4][CH3:3])=[O:43])[NH:11][C:19]=1[C:20]([O:22][CH3:23])=[O:21]. Reported procedure: To an ethylene glycol dimethyl ether (50 mL) solution of ethyl 3-{((1Z)-2-cyano-2-(3-pyridyl)vinyl)[(methoxycarbonyl)methyl]amino}propanate (6.236 g) was added 1,8-diazabicyclo[5,4,0]-7-undecene (3.590 g), and the mixture was stirred at 60° C. overnight. The reaction solution was cooled to room temperature and neutralized with acetic acid, and the solvent was distilled off under reduced pressure. The residue was purified by column chromatography on silica gel (hexane/ethyl acetate=1/5), to obtai... Reactants: [Br-], O=Cc1cnccc1Br, C1CCOC1, CC(C)[Mg+]. Yields the product CC(C)C(O)c1cnccc1Br. As a reaction SMILES: [Br-:10].[Br:1][c:2]1[c:3]([CH:8]=[O:9])[cH:4][n:5][cH:6][cH:7]1.[CH2:15]1[O:16][CH2:17][CH2:18][CH2:19]1.[CH:11]([CH3:12])([CH3:13])[Mg+:14]>>[Br:1][c:2]1[c:3]([CH:8]([OH:9])[CH:11]([CH3:12])[CH3:13])[cH:4][n:5][cH:6][cH:7]1. Starting materials: CCOC(=O)Cl, O=c1[nH]c(=O)n(C2CC(Cl)C(CO)O2)cc1C=CBr, ClCCl, c1ccncc1. The product is CCOC(=O)OCC1OC(n2cc(C=CBr)c(=O)[nH]c2=O)CC1Cl. As a reaction SMILES: [CH2:20]([CH3:21])[O:22][C:23](=[O:24])[Cl:25].[Cl:1][CH:2]1[CH2:3][CH:4]([n:9]2[c:10](=[O:11])[nH:12][c:13](=[O:14])[c:15]([CH:17]=[CH:18][Br:19])[cH:16]2)[O:5][CH:6]1[CH2:7][OH:8].[Cl:32][CH2:33][Cl:34].[n:26]1[cH:27][cH:28][cH:29][cH:30][cH:31]1>>[Cl:1][CH:2]1[CH2:3][CH:4]([n:9]2[c:10](=[O:11])[nH:12][c:13](=[O:14])[c:15]([CH:17]=[CH:18][Br:19])[cH:16]2)[O:5][CH:6]1[CH2:7][O:8][C:23]([O:22][CH2:20][CH3:21])=[O:24]. The reactants are OCCCN1N=CC(=C1)C=1C=CC(=C2C(N(CC12)C)=O)NC1=NC(=NC=C1C(F)(F)F)NC1=C(C=C(CP(OCC)(OCC)=O)C=C1)OC (diethyl (4-{[4-({7-[1-(3-hydroxypropyl)-1H-pyrazol-4-yl]-2-methyl-3-oxo-2,3-dihydro-1H-isoindol-4-yl}amino)-5-(trifluoromethyl)pyrimidin-2-yl]amino}-3-methoxybenzyl)phosphonate), NC1=C(C(=O)NC)C=C(C=C1)C=1C=NN(C1)CCCO (2-amino-5-[1-(3-hydroxypropyl)-1H-pyrazol-4-yl]-N-methylbenzamide), NC1=C(C(=O)NC)C=C(C=C1)C=1C=NN(C1)CCCO (2-amino-5-[1-(3-hydroxypropyl)-1H-pyrazol-4-yl]-N-methylbenzamide). Product: OCCCN1N=CC(=C1)C1=CC(=C(C=C1)NC1=NC(=NC=C1C(F)(F)F)NC1=C(C=C(CP(OCC)(OCC)=O)C=C1)OC)C(NC)=O (Diethyl (4-{[4-({4-[1-(3-hydroxypropyl)-1H-pyrazol-4-yl]-2-(methylcarbamoyl)-phenyl}amino)-5-(trifluoromethyl)pyrimidin-2-yl]amino}-3-methoxybenzyl)-phosphonate). Reaction SMILES: [OH:1][CH2:2][CH2:3][CH2:4][N:5]1[CH:9]=[C:8]([C:10]2[CH:11]=[CH:12][C:13]([NH:21][C:22]3[C:27]([C:28]([F:31])([F:30])[F:29])=[CH:26][N:25]=[C:24]([NH:32][C:33]4[CH:47]=[CH:46][C:36]([CH2:37][P:38](=[O:45])([O:42][CH2:43][CH3:44])[O:39][CH2:40][CH3:41])=[CH:35][C:34]=4[O:48][CH3:49])[N:23]=3)=[C:14]3[C:18]=2[CH2:17][N:16](C)[C:15]3=[O:20])[CH:7]=[N:6]1.NC1C=CC(C2C=NN(CCCO)C=2)=CC=1C(NC)=O>>[OH:1][CH2:2][CH2:3][CH2:4][N:5]1[CH:9]=[C:8]([C:10]2[CH:11]=[CH:12][C:13]([NH:21][C:22]3[C:27]([C:28]([F:29])([F:30])[F:31])=[CH:26][N:25]=[C:24]([NH:32][C:33]4[CH:47]=[CH:46][C:36]([CH2:37][P:38](=[O:45])([O:42][CH2:43][CH3:44])[O:39][CH2:40][CH3:41])=[CH:35][C:34]=4[O:48][CH3:49])[N:23]=3)=[C:14]([C:15](=[O:20])[NH:16][CH3:17])[CH:18]=2)[CH:7]=[N:6]1. Procedure: Prepared analogously to compound 1B replacing Compound 1C with 2-amino-5-[1-(3-hydroxypropyl)-1H-pyrazol-4-yl]-N-methylbenzamide (Compound 4C, 330 mg, 1.2 mmol) to give the title compound as a light-yellow solid. MS (ESI): m/z=692.59 [M+H]+. UPLC: tR=1.11 min (UPLC-SQD: analytical—2 min). Starting materials: CNC(=O)c1cc(Cl)ccn1, ClCCl, [Na+], [OH-], O=[N+]([O-])c1ccc(O)cc1[N+](=O)[O-]. The product is CNC(=O)c1cc(Oc2ccc([N+](=O)[O-])c([N+](=O)[O-])c2)ccn1. As a reaction SMILES: [CH3:14][NH:15][C:16](=[O:17])[c:18]1[n:19][cH:20][cH:21][c:22]([Cl:24])[cH:23]1.[Cl:25][CH2:26][Cl:27].[Na+:29].[OH-:28].[OH:1][c:2]1[cH:3][cH:4][c:5]([N+:11]([O-:12])=[O:13])[c:6]([N+:8]([O-:9])=[O:10])[cH:7]1>>[O:1]([c:2]1[cH:3][cH:4][c:5]([N+:11]([O-:12])=[O:13])[c:6]([N+:8]([O-:9])=[O:10])[cH:7]1)[c:22]1[cH:21][cH:20][n:19][c:18]([C:16]([NH:15][CH3:14])=[O:17])[cH:23]1. The reactants are O.O.O.O.O.[OH-].C[N+](C)(C)C (tetramethyl ammonium hydroxide pentahydrate), FC(C(=O)O)(C(C(C(C(C(C(F)(F)F)(F)F)(F)F)(F)F)(F)F)(F)F)F (perfluorooctanoic acid). The solvent is O (water). Yields the product FC(C(=O)[O-])(C(C(C(C(C(C(F)(F)F)(F)F)(F)F)(F)F)(F)F)(F)F)F.C[N+](C)(C)C (tetra methylammonium perfluorooctanoate). RXN SMILES: O.O.O.O.O.[OH-].[CH3:7][N+:8]([CH3:11])([CH3:10])[CH3:9].[F:12][C:13]([F:36])([C:17]([F:35])([F:34])[C:18]([F:33])([F:32])[C:19]([F:31])([F:30])[C:20]([F:29])([F:28])[C:21]([F:27])([F:26])[C:22]([F:25])([F:24])[F:23])[C:14]([OH:16])=[O:15]>O>[F:12][C:13]([F:36])([C:17]([F:34])([F:35])[C:18]([F:32])([F:33])[C:19]([F:30])([F:31])[C:20]([F:28])([F:29])[C:21]([F:26])([F:27])[C:22]([F:25])([F:24])[F:23])[C:14]([O-:16])=[O:15].[CH3:7][N+:8]([CH3:11])([CH3:10])[CH3:9] |f:0.1.2.3.4.5.6,9.10|. Procedure details: One equivalent of tetramethyl ammonium hydroxide pentahydrate (18 g) was reacted with 0.1 equivalent of perfluorooctanoic acid (41 g) in water, to form tetra methylammonium perfluorooctanoate at a concentration of 5 percent by weight of the solution.